describe an organic reaction: reactants, conditions, products, and yield From a dataset of the Open Reaction Database (ORD), a public repository of structured organic reaction records. The reactants are C(C)OC(CC1C(CCC(C1)CC1=CC=CC=C1)=O)=O ((5-benzyl-2-oxo-cyclohexyl)-acetic acid ethyl ester), C(C)(=O)O (acetic acid), C(C1=CC=CC=C1)N (benzylamine), C(C)(=O)O[BH-](OC(C)=O)OC(C)=O.[Na+] (sodium triacetoxyborohydride). The solvent is ClCCCl (1,2-dichloroethane), C(Cl)(Cl)Cl (chloroform), C(=O)([O-])[O-].[Na+].[Na+] (Na2CO3). Run at time 48 hour. Yields the product C(C1=CC=CC=C1)N1C(CC2CC(CCC12)CC1=CC=CC=C1)=O (1,5-dibenzyl-octahydro-indol-2-one). Yield: 53.7%. RXN SMILES: C(O[C:4](=[O:20])[CH2:5][CH:6]1[CH2:11][CH:10]([CH2:12][C:13]2[CH:18]=[CH:17][CH:16]=[CH:15][CH:14]=2)[CH2:9][CH2:8][C:7]1=O)C.C(O)(=O)C.[CH2:25]([NH2:32])[C:26]1[CH:31]=[CH:30][CH:29]=[CH:28][CH:27]=1.C(O[BH-](OC(=O)C)OC(=O)C)(=O)C.[Na+]>C(Cl)(Cl)Cl.C([O-])([O-])=O.[Na+].[Na+].ClCCCl>[CH2:25]([N:32]1[CH:7]2[CH:6]([CH2:11][CH:10]([CH2:12][C:13]3[CH:14]=[CH:15][CH:16]=[CH:17][CH:18]=3)[CH2:9][CH2:8]2)[CH2:5][C:4]1=[O:20])[C:26]1[CH:31]=[CH:30][CH:29]=[CH:28][CH:27]=1 |f:3.4,6.7.8|. Reported procedure: A mixture of 8 g of (5-benzyl-2-oxo-cyclohexyl)-acetic acid ethyl ester, 3.4 g of acetic acid, 3.75 g of benzylamine, 50 mL of 1,2-dichloroethane and 7.7 g of sodium triacetoxyborohydride was stirred at room temperature for 48 h. The reaction mixture was diluted with 100 mL chloroform and 40 mL saturated aqueous Na2CO3 and the layers separated. The aqueous layer was extracted with 2×25 mL of chloroform and the combined organic layers dried over magnesium sulfate and concentrated under reduced pr... The reactants are N1CC(C1)NC=1C=C2N3C(C(NN=C3COC2=CC1OC1=CC=CC=C1)=O)C (6-(azetidin-3-ylamino)-4-methyl-7-phenoxy-2,10-dihydro-9-oxa-1,2,4a-triaza-phenanthren-3-one), C(=O)(C(F)(F)F)O (TFA). The solvent is C(Cl)Cl (DCM). The product is FC(C(=O)O)(F)F.N1CC(C1)NC=1C=C2N3C(C(NN=C3COC2=CC1OC1=CC=CC=C1)=O)C (6-(azetidin-3-ylamino)-4-methyl-7-phenoxy-2,10-dihydro-9-oxa-1,2,4a-triaza-phenanthren-3-one trifluoroacetic acid). Isolated yield 58.0%. RXN SMILES: [NH:1]1[CH2:4][CH:3]([NH:5][C:6]2[CH:7]=[C:8]3[C:17](=[CH:18][C:19]=2[O:20][C:21]2[CH:26]=[CH:25][CH:24]=[CH:23][CH:22]=2)[O:16][CH2:15][C:14]2[N:9]3[CH:10]([CH3:28])[C:11](=[O:27])[NH:12][N:13]=2)[CH2:2]1.[C:29]([OH:35])([C:31]([F:34])([F:33])[F:32])=[O:30]>C(Cl)Cl>[F:32][C:31]([F:34])([F:33])[C:29]([OH:35])=[O:30].[NH:1]1[CH2:2][CH:3]([NH:5][C:6]2[CH:7]=[C:8]3[C:17](=[CH:18][C:19]=2[O:20][C:21]2[CH:26]=[CH:25][CH:24]=[CH:23][CH:22]=2)[O:16][CH2:15][C:14]2[N:9]3[CH:10]([CH3:28])[C:11](=[O:27])[NH:12][N:13]=2)[CH2:4]1 |f:3.4|. Reported procedure: A solution of 6-(azetidin-3-ylamino)-4-methyl-7-phenoxy-2,10-dihydro-9-oxa-1,2,4a-triaza-phenanthren-3-one (0.015 g, 0.031 mmol) in DCM (3 mL) and TFA (0.5 mL) was stirred for 2 h at ambient temperature. The solvent was removed in vacuo to give 6-(azetidin-3-ylamino)-4-methyl-7-phenoxy-2,10-dihydro-9-oxa-1,2,4a-triaza-phenanthren-3-one trifluoroacetic acid (0.009 mg, 58%) as a white solid. LC/MS (Table 1, Method 5) Rt=2.166 min; MS m/z: 380 [M+H]+ The reactants are NC1=NC(=C(C(=N1)C=1OC=CC1)C#N)S(=O)C (2-amino-4-furan-2-yl-6-methanesulfinyl-pyrimidine-5-carbonitrile), C(C1=CC=2OCOC2C=C1)N (piperonylamine). Solvent: COCCOC (DME). The product is NC1=NC(=C(C(=N1)NCC1=CC2=C(OCO2)C=C1)C#N)C=1OC=CC1 (2-Amino-4-[(benzo [1,3]dioxol-5-ylmethyl)-amino]-6-furan-2-yl-pyrimidine-5-carbonitrile). As a reaction SMILES: [NH2:1][C:2]1[N:7]=[C:6]([C:8]2[O:9][CH:10]=[CH:11][CH:12]=2)[C:5]([C:13]#[N:14])=[C:4](S(C)=O)[N:3]=1.[CH2:18]([NH2:28])[C:19]1[CH:27]=[CH:26][C:25]2[O:24][CH2:23][O:22][C:21]=2[CH:20]=1>COCCOC>[NH2:1][C:2]1[N:3]=[C:4]([NH:28][CH2:18][C:19]2[CH:27]=[CH:26][C:25]3[O:24][CH2:23][O:22][C:21]=3[CH:20]=2)[C:5]([C:13]#[N:14])=[C:6]([C:8]2[O:9][CH:10]=[CH:11][CH:12]=2)[N:7]=1. Reported procedure: From 2-amino-4-furan-2-yl-6-methanesulfinyl-pyrimidine-5-carbonitrile and piperonylamine in DME. ES-MS m/e (%): 336 (M+H+, 100). The reactants are BrC1=NN(C=N1)C1=CC=C(C=C1)OC(F)(F)F (3-bromo-1-(4-(trifluoromethoxy)phenyl)-1H-1,2,4-triazole), CC1(OB(OC1(C)C)C1=CC=C(C=C1)CC(=O)OC)C (methyl 2-(4-(4,4,5,5-tetramethyl-1,3,2-dioxaborolan-2-yl)phenyl)acetate), F[B-](F)(F)F.C(C)(C)(C)[PH+](C(C)(C)C)C(C)(C)C (tri-tert-butylphosphonium tetrafluoroborate), [F-].[Cs+] (cesium fluoride). The reagents and catalysts are C(C)(=O)O[Pd]OC(C)=O (diacetoxypalladium). Run in O1CCOCC1 (dioxane), O (water). Conditions: temperature 60 celsius, time 18 hour. The product is FC(OC1=CC=C(C=C1)N1N=C(N=C1)C1=CC=C(C=C1)CC(=O)OC)(F)F (methyl 2-(4-(1-(4-(trifluoromethoxy)phenyl)-1H-1,2,4-triazol-3-yl)phenyl)acetate), solid. The yield is 82.0%. Reaction SMILES: Br[C:2]1[N:6]=[CH:5][N:4]([C:7]2[CH:12]=[CH:11][C:10]([O:13][C:14]([F:17])([F:16])[F:15])=[CH:9][CH:8]=2)[N:3]=1.CC1(C)C(C)(C)OB([C:26]2[CH:31]=[CH:30][C:29]([CH2:32][C:33]([O:35][CH3:36])=[O:34])=[CH:28][CH:27]=2)O1.F[B-](F)(F)F.C([PH+](C(C)(C)C)C(C)(C)C)(C)(C)C.[F-].[Cs+]>O1CCOCC1.O.C(O[Pd]OC(=O)C)(=O)C>[F:15][C:14]([F:17])([F:16])[O:13][C:10]1[CH:11]=[CH:12][C:7]([N:4]2[CH:5]=[N:6][C:2]([C:26]3[CH:31]=[CH:30][C:29]([CH2:32][C:33]([O:35][CH3:36])=[O:34])=[CH:28][CH:27]=3)=[N:3]2)=[CH:8][CH:9]=1 |f:2.3,4.5|. Procedure details: In a 200 mL flask, 3-bromo-1-(4-(trifluoromethoxy)phenyl)-1H-1,2,4-triazole (3.45 g, 11.2 mmol), and methyl 2-(4-(4,4,5,5-tetramethyl-1,3,2-dioxaborolan-2-yl)phenyl)acetate (3.71 g, 13.4 mmol) were diluted with dioxane (45 mL) and water (11 mL). This solution was sparged with nitrogen gas for 10 minutes. Then tri-tert-butylphosphonium tetrafluoroborate (0.325 g, 1.12 mmol), diacetoxypalladium (0.126 g, 0.560 mmol) and cesium fluoride (3.40 g, 22.4 mmol) were added as solids. The flask was sealed...